From a dataset of the Open Reaction Database (ORD), a public repository of structured organic reaction records. describe an organic reaction: reactants, conditions, products, and yield RXN SMILES: [F:1][C:2]([F:53])([F:52])[C:3]1[CH:4]=[C:5]([C:13]([CH3:51])([CH3:50])[C:14]([N:16]([C:18]2[CH:19]=[N:20][C:21]([N:31]3[C@H:40]([CH2:41][O:42][Si](C(C)(C)C)(C)C)[CH2:39][N:38]4[C@H:33]([CH2:34][O:35][CH2:36][CH2:37]4)[CH2:32]3)=[CH:22][C:23]=2[C:24]2[CH:25]=[N:26][CH:27]=[CH:28][C:29]=2[CH3:30])[CH3:17])=[O:15])[CH:6]=[C:7]([C:9]([F:12])([F:11])[F:10])[CH:8]=1.Cl>CO>[F:11][C:9]([F:10])([F:12])[C:7]1[CH:6]=[C:5]([C:13]([CH3:51])([CH3:50])[C:14]([N:16]([C:18]2[CH:19]=[N:20][C:21]([N:31]3[C@H:40]([CH2:41][OH:42])[CH2:39][N:38]4[C@H:33]([CH2:34][O:35][CH2:36][CH2:37]4)[CH2:32]3)=[CH:22][C:23]=2[C:24]2[CH:25]=[N:26][CH:27]=[CH:28][C:29]=2[CH3:30])[CH3:17])=[O:15])[CH:4]=[C:3]([C:2]([F:1])([F:53])[F:52])[CH:8]=1. Procedure details: 2-[3,5-bis(trifluoromethyl)phenyl]-N-{6′-[(7S,9aS)-7-({[(1,1-dimethylethyl)(dimethyl)silyl]oxy}methyl)hexahydropyrazino[2,1-c][1,4]oxazin-8(1H)-yl]-4-methyl-3,4′-bipyridin-3′-yl}-N,2-dimethylpropanamide (D53, 86 mg) was dissolved in dry MeOH (4 mL), cooled in an ice/salt bath to ˜0° C. before adding c.HCl solution. The mixture was stirred at ˜0° C. for 45 mins before allowing to warm up to R.T. and stirring for a further 2 hrs. Placed on a 5 g SCX column, washed with MeOH×3, before eluting compo... The reactants are FC(C=1C=C(C=C(C1)C(F)(F)F)C(C(=O)N(C)C=1C=NC(=CC1C=1C=NC=CC1C)N1C[C@H]2COCCN2C[C@H]1CO[Si](C)(C)C(C)(C)C)(C)C)(F)F (2-[3,5-bis(trifluoromethyl)phenyl]-N-{6′-[(7S,9aS)-7-({[(1,1-dimethylethyl)(dimethyl)silyl]oxy}methyl)hexahydropyrazino[2,1-c][1,4]oxazin-8(1H)-yl]-4-methyl-3,4′-bipyridin-3′-yl}-N,2-dimethylpropanamide), Cl (HCl). Conditions: temperature 0 celsius, time 45 minute. The product is FC(C=1C=C(C=C(C1)C(F)(F)F)C(C(=O)N(C)C=1C=NC(=CC1C=1C=NC=CC1C)N1C[C@H]2COCCN2C[C@H]1CO)(C)C)(F)F (2-[3,5-bis(trifluoromethyl)phenyl]-N-{6′-[(7S,9aS)-7-(hydroxymethyl)hexahydropyrazino[2,1-c][1,4]oxazin-8(1H)-yl]-4-methyl-3,4′-bipyridin-3′-yl}-N,2-dimethylpropanamide). Run in CO (MeOH). Starting materials: imine, COC1=C(C=CC=C1)C(CC(C=O)(C(F)(F)F)O)(C)C (4-(2-methoxyphenyl)-2-hydroxy-4-methyl-2-(trifluoromethyl)pentanal), NC1=C2C=NN(C2=CC=C1)C (4-amino-1-methylindazole), imine. Reagents/catalysts: [Ti](Cl)(Cl)(Cl)Cl (titanium tetrachloride). Product: CN1N=CC2=C(C=CC=C12)NC1C(CC(C2=C(C=CC=C12)OC)(C)C)(O)C(F)(F)F (1-[(1-Methyl-indazol-4-yl)amino]-4,4-dimethyl-5-methoxy-2-(trifluoromethyl)-1,2,3,4-tetrahydronaphthalen-2-ol). Yield: 23.4%. As a reaction SMILES: [CH3:1][O:2][C:3]1[CH:8]=[CH:7][CH:6]=[CH:5][C:4]=1[C:9]([CH3:20])([CH3:19])[CH2:10][C:11]([OH:18])([C:14]([F:17])([F:16])[F:15])[CH:12]=O.[NH2:21][C:22]1[CH:30]=[CH:29][CH:28]=[C:27]2[C:23]=1[CH:24]=[N:25][N:26]2[CH3:31]>[Ti](Cl)(Cl)(Cl)Cl>[CH3:31][N:26]1[C:27]2[C:23](=[C:22]([NH:21][CH:12]3[C:5]4[C:4](=[C:3]([O:2][CH3:1])[CH:8]=[CH:7][CH:6]=4)[C:9]([CH3:20])([CH3:19])[CH2:10][C:11]3([C:14]([F:15])([F:17])[F:16])[OH:18])[CH:30]=[CH:29][CH:28]=2)[CH:24]=[N:25]1. Reported procedure: Analogously to Example 3, the corresponding imine is produced starting from 296 mg of 4-(2-methoxyphenyl)-2-hydroxy-4-methyl-2-(trifluoromethyl)pentanal and 150 mg of 4-amino-1-methylindazole. By reaction of 100 mg of the imine with 0.5 ml of titanium tetrachloride, 100 mg of the title compound is obtained.